From a dataset of the Open Reaction Database (ORD), a public repository of structured organic reaction records. describe an organic reaction: reactants, conditions, products, and yield Reactants: CC1CC(=O)c2ccc(Cl)cc2O1, O, O=[N+]([O-])O, O=S(=O)(O)O. Product: CC1CC(=O)c2cc([N+](=O)[O-])c(Cl)cc2O1. RXN SMILES: [Cl:1][c:2]1[cH:3][cH:4][c:5]2[c:10]([cH:11]1)[O:9][CH:8]([CH3:12])[CH2:7][C:6]2=[O:13].[OH2:18].[OH:14][N+:15]([O-:16])=[O:17].[S:19](=[O:20])(=[O:21])([OH:22])[OH:23]>>[Cl:1][c:2]1[c:3]([N+:15](=[O:14])[O-:16])[cH:4][c:5]2[c:10]([cH:11]1)[O:9][CH:8]([CH3:12])[CH2:7][C:6]2=[O:13].